Task: describe an organic reaction: reactants, conditions, products, and yield. Dataset: the Open Reaction Database (ORD), a public repository of structured organic reaction records Reactants: BrC1=C2C=CN=CC2=CC=C1 (5-bromoisoquinoline), tris(dibenzylideneacetone)palladium(0), C(C)(C)(C)P(C1=C(C=CC=C1)C1=CC=CC=C1)C(C)(C)C (2-(di-tert-butylphosphino)biphenyl), C(C)(C)(C)OC(=O)N[C@H]1CC[C@H](CC1)N (cis-4-(N-tert-butoxycarbonylamino)cyclohexylamine), CC(C)([O-])C.[Na+] (sodium tert-butoxide). The solvent is C1(=CC=CC=C1)C (toluene). Run at temperature 70 celsius. Yields the product C(C)(C)(C)OC(=O)N[C@@H]1CC[C@@H](CC1)NC1=C2C=CN=CC2=CC=C1 (cis-N-(tert-butoxycarbonyl)-N′-(5-isoquinolyl)-1,4-cyclohexanediamine). The yield is 77.1%. RXN SMILES: Br[C:2]1[CH:11]=[CH:10][CH:9]=[C:8]2[C:3]=1[CH:4]=[CH:5][N:6]=[CH:7]2.C(P(C(C)(C)C)C1C=CC=CC=1C1C=CC=CC=1)(C)(C)C.[C:33]([O:37][C:38]([NH:40][C@@H:41]1[CH2:46][CH2:45][C@H:44]([NH2:47])[CH2:43][CH2:42]1)=[O:39])([CH3:36])([CH3:35])[CH3:34].CC(C)([O-])C.[Na+]>C1(C)C=CC=CC=1>[C:33]([O:37][C:38]([NH:40][C@H:41]1[CH2:42][CH2:43][C@@H:44]([NH:47][C:2]2[CH:11]=[CH:10][CH:9]=[C:8]3[C:3]=2[CH:4]=[CH:5][N:6]=[CH:7]3)[CH2:45][CH2:46]1)=[O:39])([CH3:36])([CH3:34])[CH3:35] |f:3.4|. Procedure details: Under nitrogen atmosphere, a suspension of 5-bromoisoquinoline (253 mg), tris(dibenzylideneacetone)palladium(0) (58 mg), 2-(di-tert-butylphosphino)biphenyl (74 mg), Intermediate 38 (311 mg) and sodium tert-butoxide (165 mg) in toluene was stirred with heating at 70° C. for 3 hours. The reaction mixture was cooled to room temperature and purified by silica gel column chromatography (n-hexane:ethyl acetate=1:1) to obtain the title compound (320 mg). Product: NC1=NC=CC2=C1N=C(N2CCC2CCN(CC2)C([C@H](C)O)=O)SC2=CC1=C(OCO1)C=C2Br ((2S)-1-[4-(2-{4-Amino-2-[(6-bromo-1,3-benzodioxol-5-yl)sulfanyl]-1H-imidazo[4,5-c]pyridin-1-yl}ethyl)piperidin-1-yl]-2-hydroxypropan-1-one). Solvent: CO (MeOH). The reactants are C(C)(=O)O[C@H](C(=O)N1CCC(CC1)CCN1C(=NC=2C(=NC=CC21)N)SC2=CC1=C(OCO1)C=C2Br)C ((2S)-1-[4-(2-{4-amino-2-[(6-bromo-1,3-benzodioxol-5-yl)sulfanyl]-1H-imidazo[4,5-c]pyridin-1-yl}ethyl)piperidin-1-yl]-1-oxopropan-2-yl acetate), C(=O)([O-])[O-].[K+].[K+] (K2CO3). Reaction conditions: time 6 hour. As a reaction SMILES: C([O:4][C@@H:5]([CH3:37])[C:6]([N:8]1[CH2:13][CH2:12][CH:11]([CH2:14][CH2:15][N:16]2[C:24]3[CH:23]=[CH:22][N:21]=[C:20]([NH2:25])[C:19]=3[N:18]=[C:17]2[S:26][C:27]2[C:35]([Br:36])=[CH:34][C:30]3[O:31][CH2:32][O:33][C:29]=3[CH:28]=2)[CH2:10][CH2:9]1)=[O:7])(=O)C.C([O-])([O-])=O.[K+].[K+]>CO>[NH2:25][C:20]1[C:19]2[N:18]=[C:17]([S:26][C:27]3[C:35]([Br:36])=[CH:34][C:30]4[O:31][CH2:32][O:33][C:29]=4[CH:28]=3)[N:16]([CH2:15][CH2:14][CH:11]3[CH2:12][CH2:13][N:8]([C:6](=[O:7])[C@@H:5]([OH:4])[CH3:37])[CH2:9][CH2:10]3)[C:24]=2[CH:23]=[CH:22][N:21]=1 |f:1.2.3|. Procedure: To a solution of (2S)-1-[4-(2-{4-amino-2-[(6-bromo-1,3-benzodioxol-5-yl)sulfanyl]-1H-imidazo[4,5-c]pyridin-1-yl}ethyl)piperidin-1-yl]-1-oxopropan-2-yl acetate (300 mg, 0.50 mmol) in MeOH (5 mL) was added K2CO3 (140 mg, 0.01 mmol) and the resulting mixture was stirred for 6 h at room temperature. After the completion of reaction, solids were collected by filtration, washed with water and dried to give the title product. 1H NMR (DMSO-d6) δ; 7.71 (d, J=5.8 Hz, 1H), 7.37 (s, 1H), 6.79 (d, J=5.8 Hz, ... The reactants are CS(=O)(=O)OC1=C(C=C(C=C1)C(C)(C)C)C(C)(C)C (2,4-di-tert-butylphenyl methanesulfonate), C(=O)O (formic acid), [Cl-].[Li+] (lithium chloride), CO (methanol), CS(=O)(=O)OC1=C(C=C(C=C1)C(C)(C)C)C(C)(C)C (2,4-di-tert-butylphenyl methanesulfonate). Reagents/catalysts: [Pd] (palladium), [Pd].[C] (Pd carbon), [Pd].[C] (Pd carbon). The solvent is O (Water). The product is C(C)(C)(C)C1=CC(=CC=C1)C(C)(C)C (1,3-di-tert-butylbenzene). The yield is 76.4%. RXN SMILES: CS(O[C:6]1[CH:11]=[CH:10][C:9]([C:12]([CH3:15])([CH3:14])[CH3:13])=[CH:8][C:7]=1[C:16]([CH3:19])([CH3:18])[CH3:17])(=O)=O.C(O)=O.[Cl-].[Li+].CO>[Pd].[C].[Pd].O>[C:12]([C:9]1[CH:10]=[CH:11][CH:6]=[C:7]([C:16]([CH3:19])([CH3:18])[CH3:17])[CH:8]=1)([CH3:15])([CH3:14])[CH3:13] |f:2.3,5.6|. Reported procedure: In a nitrogen atmosphere under normal pressure, 2,4-di-tert-butylphenyl methanesulfonate (30 g, 0.11 mols), formic acid (9.7 g, 0.21 mols), lithium chloride (8.9 g, 0.21 mols) and methanol (180 g) were mixed at 25° C., and with stirring, 10 mass % Pd/carbon (50 mass % water-containing product) (6 g) as supported by a carbon carrier having a specific surface area of 780 m2/g (by BET method) (as metal palladium; 1 mass relative to 2,4-di-tert-butylphenyl methanesulfonate) was put into it. With sti... Reactants: N1C(CCCC1)CCN1C(C2=CC(=C(C=C2CC1)OC)OC)=O (2-[2-(piperid-2-yl)-ethyl]-6,7-dimethoxy-1-oxo-1,2,3,4-tetrahydro-isoquinoline), ClCCCOCC1=CC=CC=C1 (1-chloro-3-benzyloxy-propane). Yields the product Cl.C(C1=CC=CC=C1)OCCCN1C(CCCC1)CCN1C(C2=CC(=C(C=C2CC1)OC)OC)=O (2-[2-(N-(3-Benzyloxy-propyl)-piperid-2-yl)-ethyl]-6,7-dimethoxy-1-oxo-1,2,3,4-tetrahydro-isoquinoline hydrochloride). Reaction SMILES: [NH:1]1[CH2:6][CH2:5][CH2:4][CH2:3][CH:2]1[CH2:7][CH2:8][N:9]1[CH2:18][CH2:17][C:16]2[C:11](=[CH:12][C:13]([O:21][CH3:22])=[C:14]([O:19][CH3:20])[CH:15]=2)[C:10]1=[O:23].[Cl:24][CH2:25][CH2:26][CH2:27][O:28][CH2:29][C:30]1[CH:35]=[CH:34][CH:33]=[CH:32][CH:31]=1>>[ClH:24].[CH2:29]([O:28][CH2:27][CH2:26][CH2:25][N:1]1[CH2:6][CH2:5][CH2:4][CH2:3][CH:2]1[CH2:7][CH2:8][N:9]1[CH2:18][CH2:17][C:16]2[C:11](=[CH:12][C:13]([O:21][CH3:22])=[C:14]([O:19][CH3:20])[CH:15]=2)[C:10]1=[O:23])[C:30]1[CH:35]=[CH:34][CH:33]=[CH:32][CH:31]=1 |f:2.3|. Procedure details: Prepared from 2-[2-(piperid-2-yl)-ethyl]-6,7-dimethoxy-1-oxo-1,2,3,4-tetrahydro-isoquinoline and 1-chloro-3-benzyloxy-propane analogously to Example 1. Reactants: CCCCCCCCCCCCCCC(Br)C(=O)OCC, CCO, CC[O-], [Na+], [Na], O. The product is CCCCCCCCCCCCCCC(OCC)C(=O)OCC. RXN SMILES: [Br:6][CH:7]([C:8](=[O:9])[O:10][CH2:11][CH3:12])[CH2:13][CH2:14][CH2:15][CH2:16][CH2:17][CH2:18][CH2:19][CH2:20][CH2:21][CH2:22][CH2:23][CH2:24][CH2:25][CH3:26].[CH3:28][CH2:29][OH:30].[CH3:2][CH2:3][O-:4].[Na+:1].[Na:5].[OH2:27]>>[CH3:2][CH2:3][O:4][CH:7]([C:8](=[O:9])[O:10][CH2:11][CH3:12])[CH2:13][CH2:14][CH2:15][CH2:16][CH2:17][CH2:18][CH2:19][CH2:20][CH2:21][CH2:22][CH2:23][CH2:24][CH2:25][CH3:26]. Reactants: N#Cc1ccc(C(=O)Cl)cc1, CNc1ccc(C(=O)OC)cc1[N+](=O)[O-], O, O=P(Cl)(Cl)Cl. Product: COC(=O)c1ccc(N(C)C(=O)c2ccc(C#N)cc2)c([N+](=O)[O-])c1. Reaction SMILES: [C:16](#[N:17])[c:18]1[cH:19][cH:20][c:21]([C:22](=[O:23])[Cl:24])[cH:25][cH:26]1.[CH3:1][NH:2][c:3]1[c:4]([N+:13](=[O:14])[O-:15])[cH:5][c:6]([C:7](=[O:8])[O:9][CH3:10])[cH:11][cH:12]1.[OH2:32].[P:27]([Cl:28])([Cl:29])([Cl:30])=[O:31]>>[CH3:1][N:2]([c:3]1[c:4]([N+:13](=[O:14])[O-:15])[cH:5][c:6]([C:7](=[O:8])[O:9][CH3:10])[cH:11][cH:12]1)[C:22]([c:21]1[cH:20][cH:19][c:18]([C:16]#[N:17])[cH:26][cH:25]1)=[O:23].